This data is from the Open Reaction Database (ORD), a public repository of structured organic reaction records. The task is: describe an organic reaction: reactants, conditions, products, and yield The reactants are C, CCOC(C)=O, C=Cc1ccc(N)nc1, [Pd]. The product is CCc1ccc(N)nc1. As a reaction SMILES: [C:16].[CH3:10][CH2:11][O:12][C:13](=[O:14])[CH3:15].[CH:1](=[CH2:2])[c:3]1[cH:4][cH:5][c:6]([NH2:9])[n:7][cH:8]1.[Pd:17]>>[CH2:1]([CH3:2])[c:3]1[cH:4][cH:5][c:6]([NH2:9])[n:7][cH:8]1. Starting materials: [O-]BOc1ccccn1, C1CCOC1, [K+], [K+], COc1cc(N)c(C#N)c(I)c1OC, O=C([O-])[O-], CC(=O)[O-], CC(=O)[O-], O, [Pd+2], c1ccc(P(c2ccccc2)c2ccccc2)cc1. The product is COc1cc(N)c(C#N)c(-c2ccccn2)c1OC. Reaction SMILES: [BH:34]([O-:35])[O:42][c:36]1[n:37][cH:38][cH:39][cH:40][cH:41]1.[CH2:59]1[O:60][CH2:61][CH2:62][CH2:63]1.[K+:43].[K+:44].[NH2:1][c:2]1[cH:3][c:4]([O:13][CH3:14])[c:5]([O:11][CH3:12])[c:6]([I:10])[c:7]1[C:8]#[N:9].[O-:45][C:46]([O-:47])=[O:48].[O-:50][C:51]([CH3:52])=[O:53].[O-:54][C:55]([CH3:56])=[O:57].[OH2:58].[Pd+2:49].[c:15]1([P:16]([c:17]2[cH:18][cH:19][cH:20][cH:21][cH:22]2)[c:23]2[cH:24][cH:25][cH:26][cH:27][cH:28]2)[cH:29][cH:30][cH:31][cH:32][cH:33]1>>[NH2:1][c:2]1[cH:3][c:4]([O:13][CH3:14])[c:5]([O:11][CH3:12])[c:6](-[c:36]2[n:37][cH:38][cH:39][cH:40][cH:41]2)[c:7]1[C:8]#[N:9].